This data is from the Open Reaction Database (ORD), a public repository of structured organic reaction records. The task is: describe an organic reaction: reactants, conditions, products, and yield The reactants are FC1=CC=C(C=C1)N1C=C(C2=CC=CC=C12)CCCCN1CCC2(CC1)OCC1=CC=CC=C12 (1′-[4-[1-(4-fluorophenyl)-1H-indole-3-yl]-1-butyl]-spiro[isobenzofuran-1(3H),4′-piperidine]), Cl (hydrochloric acid). The solvent is 2-propanole. Run at temperature 45 celsius. The product is Cl.FC1=CC=C(C=C1)N1C=C(C2=CC=CC=C12)CCCCN1CCC2(CC1)OCC1=CC=CC=C12 (1′-[4-[1-(4-fluorophenyl)-1H-indole-3-yl]-1-butyl]-spiro[isobenzofuran-1(3H),4′-piperidine], hydrochloride). RXN SMILES: [F:1][C:2]1[CH:7]=[CH:6][C:5]([N:8]2[C:16]3[C:11](=[CH:12][CH:13]=[CH:14][CH:15]=3)[C:10]([CH2:17][CH2:18][CH2:19][CH2:20][N:21]3[CH2:26][CH2:25][C:24]4([C:34]5[C:29](=[CH:30][CH:31]=[CH:32][CH:33]=5)[CH2:28][O:27]4)[CH2:23][CH2:22]3)=[CH:9]2)=[CH:4][CH:3]=1.[ClH:35]>>[ClH:35].[F:1][C:2]1[CH:7]=[CH:6][C:5]([N:8]2[C:16]3[C:11](=[CH:12][CH:13]=[CH:14][CH:15]=3)[C:10]([CH2:17][CH2:18][CH2:19][CH2:20][N:21]3[CH2:22][CH2:23][C:24]4([C:34]5[C:29](=[CH:30][CH:31]=[CH:32][CH:33]=5)[CH2:28][O:27]4)[CH2:25][CH2:26]3)=[CH:9]2)=[CH:4][CH:3]=1 |f:2.3|. Reported procedure: 1′-[4-[1-(4-fluorophenyl)-1H-indole-3-yl]-1-butyl]-spiro[isobenzofuran-1(3H),4′-piperidine] (10.3 g) and 2-propanole (100 ml) were heated to reflux. The solution was allowed to cool to 45° C. Aqueous hydrochloric acid (2.2 ml, 36%) was added dropwise and a precipitate of the title compound was formed. The suspension was heated to reflux and allowed to cool to ambient temperature. The suspension was cooled in ice, filtered off and dried. Yield: 10.1 g (90%). The salt is a mono salt and according ...